This data is from the Open Reaction Database (ORD), a public repository of structured organic reaction records. The task is: describe an organic reaction: reactants, conditions, products, and yield Yields the product CC1(CC(CC1)C(C)C)C(=O)OC=1C=C(C(CNC(C)(C)C)O)C=CC1OC(=O)C1(CC(CC1)C(C)C)C (3,4-bis(1-methyl-3-isopropylcyclopentanecarbonyloxy)-alpha-(tert-butylaminomethyl)benzyl alcohol). RXN SMILES: CC1(C(Cl)=O)CCC(C(C)C)C1.C1(C(Cl)=O)CCCCC1.[C:22]([NH:26][CH2:27][C:28]([C:30]1[CH:35]=[CH:34][C:33]([O:36][C:37]([C:39]2([CH3:47])[CH2:43][CH2:42][CH:41]([CH:44]([CH3:46])[CH3:45])[CH2:40]2)=[O:38])=[C:32]([O:48][C:49]([C:51]2([CH3:59])[CH2:55][CH2:54][CH:53]([CH:56]([CH3:58])[CH3:57])[CH2:52]2)=[O:50])[CH:31]=1)=[O:29])([CH3:25])([CH3:24])[CH3:23]>>[CH3:59][C:51]1([C:49]([O:48][C:32]2[CH:31]=[C:30]([CH:35]=[CH:34][C:33]=2[O:36][C:37]([C:39]2([CH3:47])[CH2:43][CH2:42][CH:41]([CH:44]([CH3:46])[CH3:45])[CH2:40]2)=[O:38])[CH:28]([OH:29])[CH2:27][NH:26][C:22]([CH3:23])([CH3:24])[CH3:25])=[O:50])[CH2:55][CH2:54][CH:53]([CH:56]([CH3:58])[CH3:57])[CH2:52]1. Procedure details: When 1-methyl-3-isopropylcyclopentanecarbonyl chloride is substituted for the cyclohexanecarbonyl chloride in the procedure described in Example 15A above, the acylation product obtained is 3,4-bis(1-methyl-3-isopropylcyclopentanecarbonyloxy)phenyl tert-butylaminomethyl ketone; and when this product is catalytically hydrogenated using the procedure described in Example 15B above, there is obtained 3,4-bis(1-methyl-3-isopropylcyclopentanecarbonyloxy)-alpha-(tert-butylaminomethyl)benzyl alcohol. Starting materials: CC1(CC(CC1)C(C)C)C(=O)Cl (1-methyl-3-isopropylcyclopentanecarbonyl chloride), C1(CCCCC1)C(=O)Cl (cyclohexanecarbonyl chloride), C(C)(C)(C)NCC(=O)C1=CC(=C(C=C1)OC(=O)C1(CC(CC1)C(C)C)C)OC(=O)C1(CC(CC1)C(C)C)C (3,4-bis(1-methyl-3-isopropylcyclopentanecarbonyloxy)phenyl tert-butylaminomethyl ketone).